From a dataset of the Open Reaction Database (ORD), a public repository of structured organic reaction records. describe an organic reaction: reactants, conditions, products, and yield The solvent is C(Cl)Cl (methylene chloride). Yields the product COC([C@@H](NC(=O)OCC1=CC=CC=C1)C(C)C)=O (N-Benzyloxycarbonyl-L-valine methyl ester). Procedure: A mixture of 2.51 g. of N-benzyloxycarbonyl-L-valine, 2.62 g. of triphenyl phosphine, 1.40 g. of benzenesulfenic acid methyl ester, 1.10 g. of 2,2'-dipyridyl disulfide and 50 ml. of methylene chloride is stirred at room temperature for 5 hours. The reaction mixture is treated with the same procedure as in Example 1 (1) to give 2.30 g. of the desired product. RXN SMILES: [CH2:1]([O:8][C:9]([NH:11][C@H:12]([C:16]([OH:18])=[O:17])[CH:13]([CH3:15])[CH3:14])=[O:10])[C:2]1[CH:7]=[CH:6][CH:5]=[CH:4][CH:3]=1.[C:19]1(P(C2C=CC=CC=2)C2C=CC=CC=2)C=CC=CC=1.COSC1C=CC=CC=1.C1C=C(SSC2N=CC=CC=2)N=CC=1>C(Cl)Cl>[CH3:19][O:17][C:16](=[O:18])[C@H:12]([CH:13]([CH3:15])[CH3:14])[NH:11][C:9]([O:8][CH2:1][C:2]1[CH:3]=[CH:4][CH:5]=[CH:6][CH:7]=1)=[O:10]. Starting materials: C(C1=CC=CC=C1)OC(=O)N[C@@H](C(C)C)C(=O)O (N-benzyloxycarbonyl-L-valine), C1=CC=NC(=C1)SSC2=CC=CC=N2 (2,2'-dipyridyl disulfide), Example 1 ( 1 ), C1(=CC=CC=C1)P(C1=CC=CC=C1)C1=CC=CC=C1 (triphenyl phosphine), COSC1=CC=CC=C1 (benzenesulfenic acid methyl ester).